Dataset: the Open Reaction Database (ORD), a public repository of structured organic reaction records. Task: describe an organic reaction: reactants, conditions, products, and yield Reaction SMILES: [CH:1]1([CH:6]2[CH2:15][CH2:14][C:13]3[C:8](=[C:9]([Cl:18])[C:10]([Cl:17])=[C:11]([OH:16])[CH:12]=3)[C:7]2=[O:19])[CH2:5][CH2:4][CH2:3][CH2:2]1.Br[CH2:21][C:22]([O:24]CC)=[O:23].[OH-].[K+]>C(=O)([O-])[O-].[K+].[K+].CN(C=O)C>[O:19]=[C:7]1[C:8]2[C:13](=[CH:12][C:11]([O:16][CH2:21][C:22]([OH:24])=[O:23])=[C:10]([Cl:17])[C:9]=2[Cl:18])[CH2:14][CH2:15][CH:6]1[CH:1]1[CH2:2][CH2:3][CH2:4][CH2:5]1 |f:2.3,4.5.6|. Reported procedure: 2-Cyclopentyl-6-hydroxy-7,8-dichloro-1-tetralone (9.45 g., 0.03 mole) is heated in a mixture of potassium carbonate (5.52 g.) and ethyl bromoacetate (6.68 g., 0.04 mole) in DMF 70 ml.) at 55°-60° C. for three hours. Potassium hydroxide (2.24 g., 0.04 mole) is added. This solution is added to the reaction mixture and the whole is refluxed for 1 hour. Most of the methanol is evaporated and the residue is added to water (ca. 200 ml.). The solid that separates upon acidification is collected, washed... The product is O=C1C(CCC2=CC(=C(C(=C12)Cl)Cl)OCC(=O)O)C1CCCC1 ((1-oxo-2-cyclopentyl-7,8-dichloro-1,2,3,4-tetrahydro-6-naphthyloxy)acetic acid). The solvent is C([O-])([O-])=O.[K+].[K+] (potassium carbonate), CN(C)C=O (DMF). Reactants: [OH-].[K+] (Potassium hydroxide), C1(CCCC1)C1C(C2=C(C(=C(C=C2CC1)O)Cl)Cl)=O (2-Cyclopentyl-6-hydroxy-7,8-dichloro-1-tetralone), BrCC(=O)OCC (ethyl bromoacetate). Run at time 3 hour. Starting materials: C(C(=O)O)(=O)O (Oxalic acid), C(C)OC(=O)C1CC1 (cyclopropanecarboxylic acid ethyl ester). Run in O (water). The product is C(C)OC(=O)C1(CC1)C=O (1-formyl-cyclopropanecarboxylic acid ethyl ester). The yield is 51.1%. Reaction SMILES: C(O)(=O)[C:2](O)=[O:3].[CH2:7]([O:9][C:10]([CH:12]1[CH2:14][CH2:13]1)=[O:11])[CH3:8]>O>[CH2:7]([O:9][C:10]([C:12]1([CH:2]=[O:3])[CH2:14][CH2:13]1)=[O:11])[CH3:8]. Procedure: Oxalic acid (11.2 g, 0.124 mol) was dissolved in water (40 mL) and 144,4,6-trimethyl-[1,3]oxazinan-2-yl)-cyclopropanecarboxylic acid ethyl ester (15 g, 0.062 mol) was added. Steam distillation of this mixture was carried out until 500 mL of distillate had been collected. The distillate was saturated with NaCl and extracted with EtOAc (2×100 mL). The organic extracts were dried over Na2SO4 and concentrated under reduced pressure to give 1-formyl-cyclopropanecarboxylic acid ethyl ester (4.5 g, 51%...